Dataset: the Open Reaction Database (ORD), a public repository of structured organic reaction records. Task: describe an organic reaction: reactants, conditions, products, and yield Starting materials: CC(C)(C)OC(=O)NCCC1CN(C(=N)NC(=O)OCc2ccccc2)C1, CCOC(C)=O, Cl, [K+], [OH-]. Yields the product N=C(NC(=O)OCc1ccccc1)N1CC(CCN)C1. RXN SMILES: [C:1]([O:2][C:3](=[O:4])[NH:8][CH2:9][CH2:10][CH:11]1[CH2:12][N:13]([C:15]([NH:16][C:17](=[O:18])[O:19][CH2:20][c:21]2[cH:22][cH:23][cH:24][cH:25][cH:26]2)=[NH:27])[CH2:14]1)([CH3:5])([CH3:6])[CH3:7].[CH3:30][CH2:31][O:32][C:33]([CH3:34])=[O:35].[ClH:36].[K+:29].[OH-:28]>>[NH2:8][CH2:9][CH2:10][CH:11]1[CH2:12][N:13]([C:15]([NH:16][C:17](=[O:18])[O:19][CH2:20][c:21]2[cH:22][cH:23][cH:24][cH:25][cH:26]2)=[NH:27])[CH2:14]1. Starting materials: COc1nc(OC)nc([N+]2(C)CCOCC2)n1, CO, [Cl-], Cc1ccccc1C(=O)c1ccc(Nc2ccccc2NC(=O)CCC(=O)O)cc1Cl, Cl, NCCCCOc1ccccc1. Yields the product Cc1ccccc1C(=O)c1ccc(Nc2ccccc2NC(=O)CCC(=O)NCCCCOc2ccccc2)cc1Cl. As a reaction SMILES: [CH3:2][O:3][c:4]1[n:5][c:6]([O:7][CH3:8])[n:9][c:10]([N+:11]2([CH3:12])[CH2:13][CH2:14][O:15][CH2:16][CH2:17]2)[n:18]1.[CH3:63][OH:64].[Cl-:1].[Cl:19][c:20]1[cH:21][c:22]([NH:35][c:36]2[c:37]([NH:42][C:43]([CH2:44][CH2:45][C:46](=[O:47])[OH:48])=[O:49])[cH:38][cH:39][cH:40][cH:41]2)[cH:23][cH:24][c:25]1[C:26]([c:27]1[c:28]([CH3:33])[cH:29][cH:30][cH:31][cH:32]1)=[O:34].[ClH:62].[O:50]([c:51]1[cH:52][cH:53][cH:54][cH:55][cH:56]1)[CH2:57][CH2:58][CH2:59][CH2:60][NH2:61]>>[Cl:19][c:20]1[cH:21][c:22]([NH:35][c:36]2[c:37]([NH:42][C:43]([CH2:44][CH2:45][C:46](=[O:47])[NH:61][CH2:60][CH2:59][CH2:58][CH2:57][O:50][c:51]3[cH:52][cH:53][cH:54][cH:55][cH:56]3)=[O:49])[cH:38][cH:39][cH:40][cH:41]2)[cH:23][cH:24][c:25]1[C:26]([c:27]1[c:28]([CH3:33])[cH:29][cH:30][cH:31][cH:32]1)=[O:34]. Starting materials: [Li]CCCC (n-BuLi), CN1N=NC=C1 (1-methyl-1H-1,2,3-triazole), CON(C(C1=CC(=NC(=C1)C)C)=O)C (N-methoxy-N,2,6-trimethylisonicotinamide), Intermediate 29. Solvent: C1CCOC1 (THF), C1CCOC1 (THF), C1CCOC1 (THF). Reaction conditions: time 30 minute. Yields the product CC1=NC(=CC(=C1)C(=O)C1=CN=NN1C)C ((2,6-Dimethylpyridin-4-yl)(1-methyl-1H-1,2,3-triazol-5-yl)methanone). As a reaction SMILES: [Li]CCCC.[CH3:6][N:7]1[CH:11]=[CH:10][N:9]=[N:8]1.CON(C)[C:15](=[O:24])[C:16]1[CH:21]=[C:20]([CH3:22])[N:19]=[C:18]([CH3:23])[CH:17]=1>C1COCC1>[CH3:23][C:18]1[CH:17]=[C:16]([C:15]([C:11]2[N:7]([CH3:6])[N:8]=[N:9][CH:10]=2)=[O:24])[CH:21]=[C:20]([CH3:22])[N:19]=1. Reported procedure: A solution of n-BuLi (3.8 mL, 9.5 mmol, 2.5 M solution in hexane) was added slowly to a solution of 1-methyl-1H-1,2,3-triazole (0.83 g, 10 mmol) in THF (48 mL) at −50° C. After addition, stirring was continued for an additional 30 minutes and N-methoxy-N,2,6-trimethylisonicotinamide (0.97 g, 5.0 mmol, Intermediate 29: step a) dissolved in THF (12 mL) was slowly added. An additional 2 mL of THF was used to complete the quantitative addition. The mixture was stirred at −50° C. for 5 minutes then w... Starting materials: O=C(OO)c1cccc(Cl)c1, ClCCl, O=C(CCCc1ccccc1)N1CCCC1C(=O)N1CCCC1C(O)CSc1ccccc1. Yields the product O=C(CCCc1ccccc1)N1CCCC1C(=O)N1CCCC1C(O)CS(=O)c1ccccc1. As a reaction SMILES: [Cl:34][c:35]1[cH:36][cH:37][cH:38][c:39]([C:40]([O:41][OH:43])=[O:42])[cH:44]1.[Cl:45][CH2:46][Cl:47].[OH:1][CH:2]([CH2:3][S:4][c:5]1[cH:6][cH:7][cH:8][cH:9][cH:10]1)[CH:11]1[N:12]([C:16]([CH:17]2[N:18]([C:22]([CH2:23][CH2:24][CH2:25][c:26]3[cH:27][cH:28][cH:29][cH:30][cH:31]3)=[O:32])[CH2:19][CH2:20][CH2:21]2)=[O:33])[CH2:13][CH2:14][CH2:15]1>>[OH:1][CH:2]([CH2:3][S:4]([c:5]1[cH:6][cH:7][cH:8][cH:9][cH:10]1)=[O:42])[CH:11]1[N:12]([C:16]([CH:17]2[N:18]([C:22]([CH2:23][CH2:24][CH2:25][c:26]3[cH:27][cH:28][cH:29][cH:30][cH:31]3)=[O:32])[CH2:19][CH2:20][CH2:21]2)=[O:33])[CH2:13][CH2:14][CH2:15]1. The product is NC1CC2=CC=C(C=C2C1)C=1C=CC(NN1)=O.Br (2-amino-5-[pyridazin-3(2H)-on-6-yl]indane·hydrobromide). Reaction SMILES: [BrH:1].C(O)(=O)C.[NH2:6][CH:7]1[CH2:15][C:14]2[C:9](=[CH:10][CH:11]=[C:12]([C:16]3[CH2:17][CH2:18][C:19](=[O:22])[NH:20][N:21]=3)[CH:13]=2)[CH2:8]1.CS(C)=O>C(OCC)C>[NH2:6][CH:7]1[CH2:15][C:14]2[C:9](=[CH:10][CH:11]=[C:12]([C:16]3[CH:17]=[CH:18][C:19](=[O:22])[NH:20][N:21]=3)[CH:13]=2)[CH2:8]1.[BrH:1] |f:0.1,5.6|. Reactants: Br.C(C)(=O)O (hydrogen bromide acetic acid), NC1CC2=CC=C(C=C2C1)C=1CCC(NN1)=O (2-amino-5-[4,5-dihydropyridazin-3(2H)-on-6-yl]indane), CS(=O)C (dimethyl sulfoxide). Conditions: time 1.5 hour. Run in C(C)OCC (diethyl ether). Reported procedure: In 70 ml of a 25% hydrogen bromide-acetic acid solution was suspended 8.02 g of 2-amino-5-[4,5-dihydropyridazin-3(2H)-on-6-yl]indane, and 2.96 g of dimethyl sulfoxide was added to the suspension under ice cooling. The mixture was stirred at room temperature for 1.5 hours. Then, 140 ml of diethyl ether was added to the reaction mixture, and crystals precipitated were collected by filtration and recrystallized from methanol to obtain 8.55 g of 2-amino-5-[pyridazin-3(2H)-on-6-yl]indane·hydrobromide... Reactants: S(=S)(=O)([O-])[O-].[Na+].[Na+] (sodium thiosulfate), II (Iodine), C[C@]12CC[C@H]3[C@H]([C@@H]1CCC2=O)CCC4=CC(=O)CC[C@H]34 (19-nor-4-androstene-3,17-dione), CO (methanol), resultant mixture. Reaction conditions: time 1.5 hour. The product is C[C@]12CC[C@H]3[C@H]([C@@H]1CCC2=O)CC(=O)C4=C3C=CC(=C4)O.COC (6-oxoestrone methyl Ether). The yield is 81.0%. RXN SMILES: II.[CH3:3][C@@:4]12[C:12](=[O:13])[CH2:11][CH2:10][C@H:9]1[C@@H:8]1[CH2:14][CH2:15][C:16]3[C@@H:22]([C@H:7]1[CH2:6][CH2:5]2)[CH2:21][CH2:20][C:18](=[O:19])[CH:17]=3.S([O-])([O-])(=[O:25])=S.[Na+].[Na+].[CH3:30][OH:31]>>[CH3:3][C@@:4]12[C:12](=[O:13])[CH2:11][CH2:10][C@H:9]1[C@@H:8]1[CH2:14][C:15]([C:16]3[CH:17]=[C:18]([OH:19])[CH:20]=[CH:21][C:22]=3[C@H:7]1[CH2:6][CH2:5]2)=[O:25].[CH3:30][O:31][CH3:3] |f:2.3.4,6.7|. Procedure: Iodine (560 mg, 2.2 mmol) and 19-nor-4-androstene-3,17-dione (200 mg, 0.735 mmol) were dissolved in methanol (10 mL), and the resultant mixture was stirred for two hours under cooling in an ice-bath. The mixture was maintained at room temperature, and the mixture was further stirred for 1.5 hours, and subsequently refluxed for one hour. The reaction mixture was cooled to room temperature, and an aqueous solution of sodium thiosulfate was added to the mixture. The mixture was extracted with chlor...